Dataset: the Open Reaction Database (ORD), a public repository of structured organic reaction records. Task: describe an organic reaction: reactants, conditions, products, and yield Starting materials: C1=CC=CC=2C3=CC=CC=C3CC12 (fluorene), CC(C)(CCC(C)(O)C)O (2,5-dimethyl-2,5-hexanediol), [Cl-].[Al+3].[Cl-].[Cl-] (aluminum chloride). Solvent: ClCCl (dichloromethane). Reaction conditions: temperature -8 celsius. The product is CC1(CCC(C=2C=C3C=4C=C5C(=CC4CC3=CC21)C(CCC5(C)C)(C)C)(C)C)C (1,1,4,4,7,7,10,10-octamethyl-1,2,3,4,7,8,9,10-octahydrodibenzo(b,h)-fluorene). Isolated yield 53.0%. As a reaction SMILES: [CH:1]1[C:13]2[CH2:12][C:11]3[C:6](=[CH:7][CH:8]=[CH:9][CH:10]=3)[C:5]=2[CH:4]=[CH:3][CH:2]=1.[CH3:14][C:15](O)([CH2:17][CH2:18][C:19]([CH3:22])(O)[CH3:20])[CH3:16].[Cl-].[Al+3].[Cl-].[Cl-]>ClCCl>[CH3:14][C:15]1([CH3:16])[C:2]2[CH:1]=[C:13]3[C:5]([C:6]4[CH:7]=[C:8]5[C:19]([CH3:22])([CH3:20])[CH2:18][CH2:17][C:15]([CH3:16])([CH3:14])[C:9]5=[CH:10][C:11]=4[CH2:12]3)=[CH:4][C:3]=2[C:19]([CH3:22])([CH3:20])[CH2:18][CH2:17]1 |f:2.3.4.5|. Procedure details: In a 500 ml three-necked flask purged with nitrogen, 9.72 g (58.6 mmol, 1 eq) of fluorene and 19.61 g (134 mmol, 2.3 eq) of 2,5-dimethyl-2,5-hexanediol were placed at room temperature. Then, 85 ml of dehydrated dichloromethane was added. After stirring by a magnetic stirrer, the mixture was cooled to −8° C. with an ice bath (light brown slurry). To the slurry, 38.9 g (292 mmol, 5.0 eq) of pulverized anhydrous aluminum chloride was added over a period of 70 minutes, followed by stirring at 0° C. ... The reactants are OC1CCNCC1 (4-hydroxypiperidine), C1(CC1)NC(=O)N1C=CC2=CC(=CC=C12)OC1=CC(=NC=C1)N(C(OC1=CC=CC=C1)=O)C(=O)OC1=CC=CC=C1 (phenyl N-(4-(1-cyclopropylaminocarbonyl-1H-5-indolyl)oxy-2-pyridyl)-N-(phenoxycarbonyl)carbamate), C1(CC1)NC(=O)N1C=CC2=CC(=CC=C12)OC1=CC(=NC=C1)NC(=O)N1CCC(CC1)N1CCCC1 (N1-Cyclopropyl-5-(2-(((4-(pyrrolidin-1-yl)piperidin-1-yl)carbonyl)amino)pyridin-4-yloxy)-1H-1-indolecarboxamide). Solvent: CN(C=O)C (N,N-Dimethylformamide). Run at time 8 hour. The product is C1(CC1)NC(=O)N1C=CC2=CC(=CC=C12)OC1=CC(=NC=C1)NC(=O)N1CCC(CC1)O (N1-Cyclopropyl-5-(2-((4-hydroxypiperidino)carbonyl)amino-4-pyridyl)oxy-1H-1-indolecarboxamide). Isolated yield 59.5%. RXN SMILES: [OH:1][CH:2]1[CH2:7][CH2:6][NH:5][CH2:4][CH2:3]1.[CH:8]1([NH:11][C:12]([N:14]2[C:22]3[C:17](=[CH:18][C:19]([O:23][C:24]4[CH:29]=[CH:28][N:27]=[C:26]([N:30](C(OC5C=CC=CC=5)=O)[C:31](=[O:39])OC5C=CC=CC=5)[CH:25]=4)=[CH:20][CH:21]=3)[CH:16]=[CH:15]2)=[O:13])[CH2:10][CH2:9]1.C1(NC(N2C3C(=CC(OC4C=CN=C(NC(N5CCC(N6CCCC6)CC5)=O)C=4)=CC=3)C=C2)=O)CC1>CN(C)C=O>[CH:8]1([NH:11][C:12]([N:14]2[C:22]3[C:17](=[CH:18][C:19]([O:23][C:24]4[CH:29]=[CH:28][N:27]=[C:26]([NH:30][C:31]([N:5]5[CH2:6][CH2:7][CH:2]([OH:1])[CH2:3][CH2:4]5)=[O:39])[CH:25]=4)=[CH:20][CH:21]=3)[CH:16]=[CH:15]2)=[O:13])[CH2:10][CH2:9]1. Procedure details: N,N-Dimethylformamide (5 ml) and 4-hydroxypiperidine (433 mg, 4.29 mmol) were added to a mixture (470 mg) of phenyl N-(4-(1-cyclopropylaminocarbonyl-1H-5-indolyl)oxy-2-pyridyl)-N-(phenoxycarbonyl)carbamate and phenyl N-(4-(1-cyclopropylaminocarbonyl-1H-5-indolyl)oxy-2-pyridyl)carbamate obtained in Example 68; the reaction mixture was stirred overnight; the reaction mixture was partitioned between ethyl acetate and water; and the organic layer was concentrated to yield the title compound as white... Starting materials: N12CCCCCC2=NCCC1 (1,8-diazabicyclo[5.4.0]undec-7-ene), OC(C)(C)[C@]1(C(N([C@@H]1CC=C)C(C(=O)OC)=C(C)C)=O)[N+]#[C-] (methyl 2-[(3R,4R)-3-(1-hydroxy-1-methylethyl)-3-isocyano-2-oxo-4-allylazetidin-1-yl]-3-methylbut-2-enoate). The reagents and catalysts are C(C)(=O)O (Acetic acid). Run in C(Cl)Cl (methylene chloride), C(Cl)Cl (methylene chloride), CC(=O)C (acetone). Conditions: time 20 hour. Product: C(C=C)[C@H]1N(C([C@]12C(OC=N2)(C)C)=O)C(C(=O)OC)=C(C)C (methyl 2-[(3R,4R)-3-allyl-5,5-dimethyl-1-oxo-2,8-diaza-6-oxaspiro[3,4]oct-7-en-2-yl]-3-methylbut-2-enoate). Yield: 111.8%. RXN SMILES: N12CCCN=C1CCCCC2.[OH:12][C:13]([C@:16]1([N+:32]#[C-:33])[C@@H:19]([CH2:20][CH:21]=[CH2:22])[N:18]([C:23](=[C:28]([CH3:30])[CH3:29])[C:24]([O:26][CH3:27])=[O:25])[C:17]1=[O:31])([CH3:15])[CH3:14]>C(Cl)Cl.CC(C)=O.C(O)(=O)C>[CH2:20]([C@@H:19]1[C@:16]2([N:32]=[CH:33][O:12][C:13]2([CH3:14])[CH3:15])[C:17](=[O:31])[N:18]1[C:23](=[C:28]([CH3:30])[CH3:29])[C:24]([O:26][CH3:27])=[O:25])[CH:21]=[CH2:22]. Reported procedure: A solution of 1,8-diazabicyclo[5.4.0]undec-7-ene (17 μl) in methylene chloride (0.1 ml) was added to a solution of methyl 2-[(3R,4R)-3-(1-hydroxy-1-methylethyl)-3-isocyano-2-oxo-4-allylazetidin-1-yl]-3-methylbut-2-enoate (17 mg) in methylene chloride (1 ml) and acetone (1 ml) at 0° C., and the mixture was stirred for 20 hours at ambient temperature. Acetic acid (2 drops) was added to the reaction mixture at 0° C., and the mixture was evaporated in vacuo. The residue was dissolved in ethyl acetat... Reactants: BrC=1C=C2N=CC(=NC2=CC1)OC1CCC(CC1)C(C)(C)C (6-Bromo-2-(4-tert-butyl-cyclohexyloxy)-quinoxaline), C(C)OC(=O)C1CCN(CC1)C[B-](F)(F)F.[K+] (potassium ((4-(ethoxycarbonyl)piperidin-1-yl)methyl)trifluoroborate), C([O-])([O-])=O.[Cs+].[Cs+] (cesium carbonate), C1(CCCCC1)P(C1=C(C=CC=C1)C1=C(C=C(C=C1C(C)C)C(C)C)C(C)C)C1CCCCC1 (2-(dicyclohexylphosphino)-2′,4′,6′-tri-isopropyl-1,1′-biphenyl), C([O-])([O-])=O.[Cs+].[Cs+] (cesium carbonate), O1CCCC1 (Tetrahydrofuran), O (water), C(C)OC(=O)C1CCN(CC1)C[B-](F)(F)F.[K+] (potassium ((4-(ethoxycarbonyl)piperidin-1-yl)methyl)trifluoroborate). The reagents and catalysts are C(C)(=O)[O-].[Pd+2].C(C)(=O)[O-] (palladium acetate), C(C)(=O)[O-].[Pd+2].C(C)(=O)[O-] (palladium acetate). Run at temperature 60 celsius, time 24 hour. The product is C(C)OC(=O)C1CCN(CC1)CC=1C=C2N=CC(=NC2=CC1)OC1CCC(CC1)C(C)(C)C (1-[2-(4-tert-Butyl-cyclohexyloxy)-quinoxalin-6-ylmethyl]-piperidine-4-carboxylic acid ethyl ester). RXN SMILES: Br[C:2]1[CH:3]=[C:4]2[C:9](=[CH:10][CH:11]=1)[N:8]=[C:7]([O:12][CH:13]1[CH2:18][CH2:17][CH:16]([C:19]([CH3:22])([CH3:21])[CH3:20])[CH2:15][CH2:14]1)[CH:6]=[N:5]2.[CH2:23]([O:25][C:26]([CH:28]1[CH2:33][CH2:32][N:31]([CH2:34][B-](F)(F)F)[CH2:30][CH2:29]1)=[O:27])[CH3:24].[K+].C(=O)([O-])[O-].[Cs+].[Cs+].O1CCCC1.O.C1(P(C2CCCCC2)C2C=CC=CC=2C2C(C(C)C)=CC(C(C)C)=CC=2C(C)C)CCCCC1>C([O-])(=O)C.[Pd+2].C([O-])(=O)C>[CH2:23]([O:25][C:26]([CH:28]1[CH2:33][CH2:32][N:31]([CH2:34][C:2]2[CH:3]=[C:4]3[C:9](=[CH:10][CH:11]=2)[N:8]=[C:7]([O:12][CH:13]2[CH2:18][CH2:17][CH:16]([C:19]([CH3:22])([CH3:21])[CH3:20])[CH2:15][CH2:14]2)[CH:6]=[N:5]3)[CH2:30][CH2:29]1)=[O:27])[CH3:24] |f:1.2,3.4.5,9.10.11|. Procedure details: 6-Bromo-2-(4-tert-butyl-cyclohexyloxy)-quinoxaline (0.2879 g, 0.0007925 mol), potassium ((4-(ethoxycarbonyl)piperidin-1-yl)methyl)trifluoroborate (0.4392 g, 0.001585 mol), palladium acetate (0.01068 g, 4.755E-5 mol) 2-(Dicyclohexylphosphino)-2′,4′,6′-tri-isopropyl-1,1′-biphenyl (0.06800 g, 0.0001426 mol) and cesium carbonate (0.7746 g, 0.002377 mol) were added to a capped 40 mL vial equipped with a magnetic stir bar. The vial was degassed and purged with argon. Tetrahydrofuran (7.713 mL, 0.09510... Reactants: S(=O)([O-])S(=O)[O-].[Na+].[Na+] (sodium hydrosulfite), S(=O)([O-])S(=O)[O-].[Na+].[Na+] (sodium hydrosulfite), CC1=CC(=C(C=C1)N1C=CC=C1)[N+](=O)[O-] (1-(4-methyl-2-nitrophenyl)pyrrole), S(=O)([O-])S(=O)[O-].[Na+].[Na+] (sodium hydrosulfite), O1CCCC1 (tetrahydrofuran). Solvent: C(C)O (ethanol), O (water), O (water). Yields the product NC1=C(C=CC(=C1)C)N1C=CC=C1 (1-(2-amino-4-methylphenyl)pyrrole). Reaction SMILES: S(S([O-])=O)([O-])=O.[Na+].[Na+].[CH3:9][C:10]1[CH:15]=[CH:14][C:13]([N:16]2[CH:20]=[CH:19][CH:18]=[CH:17]2)=[C:12]([N+:21]([O-])=O)[CH:11]=1.O1CCCC1>O.C(O)C>[NH2:21][C:12]1[CH:11]=[C:10]([CH3:9])[CH:15]=[CH:14][C:13]=1[N:16]1[CH:20]=[CH:19][CH:18]=[CH:17]1 |f:0.1.2|. Procedure: 20 g of sodium hydrosulfite are added portionwise to a solution of 18.18 g (0.09 mole) of 1-(4-methyl-2-nitrophenyl)pyrrole in 400 ml. of tetrahydrofuran and 200 ml. of water. The resulting solution is heated on a steam bath for 5 minutes and an additional 20 g. of sodium hydrosulfite are added and the solution is heated for 5 minutes on a steam bath. Then 38.3 g. of sodium hydrosulfite and a solution of 400 ml. of ethanol and 500 ml. of water are added, and again the solution is heated on a ste... Product: BrC=1C=C2C(C(C(OC2=CC1)(C)C)(CO)CO)=O (6-bromo-3,3-bis(hydroxymethyl)-2,2-dimethyl-2,3-dihydro-4H-chromen-4-one). Solvent: O1CCOCC1 (dioxane). Run at time 8 hour. Reaction SMILES: [Br:1][C:2]1[CH:3]=[C:4]2[C:9](=[CH:10][CH:11]=1)[O:8][C:7]([CH3:13])([CH3:12])[CH2:6][C:5]2=[O:14].[CH2:15]=[O:16].[C:17]([O-:20])([O-])=O.[Na+].[Na+]>O1CCOCC1>[Br:1][C:2]1[CH:3]=[C:4]2[C:9](=[CH:10][CH:11]=1)[O:8][C:7]([CH3:12])([CH3:13])[C:6]([CH2:17][OH:20])([CH2:15][OH:16])[C:5]2=[O:14] |f:2.3.4|. Reactants: C=O (formaldehyde), C(=O)([O-])[O-].[Na+].[Na+] (Na2CO3), BrC=1C=C2C(CC(OC2=CC1)(C)C)=O (6-bromo-2,2-dimethyl-2,3-dihydro-4H-chromen-4-one). The yield is 86.6%. Reported procedure: To a mixture of 6-bromo-2,2-dimethyl-2,3-dihydro-4H-chromen-4-one (1.00 g, 3.92 mmol) and dioxane (10 mL) were added formaldehyde (37 wt. % in water, 2.95 mL, 39.2 mmol) and Na2CO3 (831 mg, 7.84 mmol) at room temperature. After stirring overnight at the same temperature, the reaction mixture was filtered. The filtrate was diluted with CHCl3, washed with 1M aqueous HCl and water, dried over MgSO4 and filtered. The filtrate was concentrated at reduced pressure, and the residue was purified with co... The reactants are CSc1nc(C)c(N)c(-c2cccc(Cl)c2)n1, CN(C)C=O, O=C(O)CCc1ccccc1, O=S(Cl)Cl, c1ccncc1. The product is CSc1nc(C)c(NC(=O)CCc2ccccc2)c(-c2cccc(Cl)c2)n1. As a reaction SMILES: [Cl:17][c:18]1[cH:19][c:20](-[c:24]2[n:25][c:26]([S:32][CH3:33])[n:27][c:28]([CH3:31])[c:29]2[NH2:30])[cH:21][cH:22][cH:23]1.[O:12]=[CH:13][N:14]([CH3:15])[CH3:16].[OH:1][C:2](=[O:3])[CH2:4][CH2:5][c:6]1[cH:7][cH:8][cH:9][cH:10][cH:11]1.[S:40]([Cl:41])([Cl:42])=[O:43].[cH:34]1[cH:35][cH:36][n:37][cH:38][cH:39]1>>[C:2](=[O:3])([CH2:4][CH2:5][c:6]1[cH:7][cH:8][cH:9][cH:10][cH:11]1)[NH:30][c:29]1[c:24](-[c:20]2[cH:19][c:18]([Cl:17])[cH:23][cH:22][cH:21]2)[n:25][c:26]([S:32][CH3:33])[n:27][c:28]1[CH3:31].